From a dataset of the Open Reaction Database (ORD), a public repository of structured organic reaction records. describe an organic reaction: reactants, conditions, products, and yield Starting materials: solution, C(CCC)[Li] (n-butyllithium), C(C)NCC (diethylamine), CC1(CO1)CC(CC(CCC)C)C (2,4,6-trimethyl-1,2-epoxynonane). The solvent is CCOCC (ether), CCCCCC (hexane), CCOCC (ether). Run at time 10 minute. Yields the product ice, C(C)NCC (diethylamine), C=C(CO)CC(CC(CCC)C)C (2-methylene-4,6-dimethylnonan-1-ol). RXN SMILES: C([Li])CCC.[CH2:6]([NH:8][CH2:9][CH3:10])[CH3:7].[CH3:11][C:12]1([CH2:15][CH:16]([CH3:23])[CH2:17][CH:18]([CH3:22])[CH2:19][CH2:20][CH3:21])[O:14][CH2:13]1>CCOCC.CCCCCC>[CH2:6]([NH:8][CH2:9][CH3:10])[CH3:7].[CH2:11]=[C:12]([CH2:15][CH:16]([CH3:23])[CH2:17][CH:18]([CH3:22])[CH2:19][CH2:20][CH3:21])[CH2:13][OH:14]. Reported procedure: An ice-cold solution of diethylamine (3.48 g, 4.9 ml, 47.55 mmol, dried with KBr) in 10 ml of anhydrous ether was prepared. Next, 19.1 ml of a 2.5M solution of n-butyllithium in hexane was added to the diethylamine solution with stirring under a nitrogen atmosphere. After 10 minutes, a solution of 2,4,6-trimethyl-1,2-epoxynonane (6) (3.50 g, 19.0 mmol) in 10 ml of anhydrous ether was added to the reaction mixture and this mixture was refluxed for one hour. Progress of the reaction was checked by...